From a dataset of the Open Reaction Database (ORD), a public repository of structured organic reaction records. describe an organic reaction: reactants, conditions, products, and yield Starting materials: CCOB(OCC)OCC, CN(C)C=O, Cl, [H-], O=[N+]([O-])c1ccccc1F, [Na+], Oc1cccc(O)c1O. Yields the product O=[N+]([O-])c1ccccc1Oc1cccc(O)c1O. RXN SMILES: [CH3:12][CH2:13][O:14][B:15]([O:16][CH2:17][CH3:18])[O:19][CH2:20][CH3:21].[CH3:33][N:34]([CH3:35])[CH:36]=[O:37].[ClH:32].[H-:10].[N+:22](=[O:23])([O-:24])[c:25]1[c:26]([F:31])[cH:27][cH:28][cH:29][cH:30]1.[Na+:11].[OH:1][c:2]1[cH:3][cH:4][cH:5][c:6]([OH:7])[c:8]1[OH:9]>>[O:1]([c:2]1[cH:3][cH:4][cH:5][c:6]([OH:7])[c:8]1[OH:9])[c:26]1[c:25]([N+:22](=[O:23])[O-:24])[cH:30][cH:29][cH:28][cH:27]1. Starting materials: CCO, CCN(C(C)C)C(C)C, CC(CN=[N+]=[N-])C(O[Si](C)(C)C(C)(C)C)C1COC(C)(C)N1C(=O)OC(C)(C)C, Cc1ccc(S(=O)(=O)[O-])cc1, c1cc[nH+]cc1. The product is CC(CN=[N+]=[N-])C(O[Si](C)(C)C(C)(C)C)C(CO)NC(=O)OC(C)(C)C. Reaction SMILES: [CH3:56][CH2:57][OH:58].[CH:47]([N:48]([CH2:49][CH3:50])[CH:51]([CH3:52])[CH3:53])([CH3:54])[CH3:55].[N:1](=[N+:2]=[N-:3])[CH2:4][CH:5]([CH:6]([O:7][Si:8]([CH3:9])([CH3:10])[C:11]([CH3:12])([CH3:13])[CH3:14])[CH:15]1[N:16]([C:22](=[O:23])[O:24][C:25]([CH3:26])([CH3:27])[CH3:28])[C:17]([CH3:20])([CH3:21])[O:18][CH2:19]1)[CH3:29].[c:30]1([CH3:31])[cH:32][cH:33][c:34]([S:35]([O-:36])(=[O:37])=[O:38])[cH:39][cH:40]1.[nH+:41]1[cH:42][cH:43][cH:44][cH:45][cH:46]1>>[N:1](=[N+:2]=[N-:3])[CH2:4][CH:5]([CH:6]([O:7][Si:8]([CH3:9])([CH3:10])[C:11]([CH3:12])([CH3:13])[CH3:14])[CH:15]([NH:16][C:22](=[O:23])[O:24][C:25]([CH3:26])([CH3:27])[CH3:28])[CH2:19][OH:18])[CH3:29].